Dataset: the Open Reaction Database (ORD), a public repository of structured organic reaction records. Task: describe an organic reaction: reactants, conditions, products, and yield The reactants are solution, C[Mg]Br (methylmagnesium bromide), ClC1=C(C(=O)NC=2C=CC=C3C(=C(C=NC23)C(N(C)OC)=O)N2CCOCC2)C(=CC=C1)Cl (8-(2,6-dichlorobenzoylamino)-3-(N-methoxy-N-methylcarbamoyl)-4-morpholinoquinoline). Run in O1CCCC1 (tetrahydrofuran), O1CCCC1 (tetrahydrofuran). Run at temperature 50 celsius, time 2 hour. The product is C(C)(=O)C=1C=NC2=C(C=CC=C2C1N1CCOCC1)NC(C1=C(C=CC=C1Cl)Cl)=O (3-acetyl-8-(2,6-dichlorobenzoylamino)-4-morpholinoquinoline). RXN SMILES: [CH3:1][Mg]Br.[Cl:4][C:5]1[CH:35]=[CH:34][CH:33]=[C:32]([Cl:36])[C:6]=1[C:7]([NH:9][C:10]1[CH:11]=[CH:12][CH:13]=[C:14]2[C:19]=1[N:18]=[CH:17][C:16]([C:20](=[O:25])N(OC)C)=[C:15]2[N:26]1[CH2:31][CH2:30][O:29][CH2:28][CH2:27]1)=[O:8]>O1CCCC1>[C:20]([C:16]1[CH:17]=[N:18][C:19]2[C:14]([C:15]=1[N:26]1[CH2:27][CH2:28][O:29][CH2:30][CH2:31]1)=[CH:13][CH:12]=[CH:11][C:10]=2[NH:9][C:7](=[O:8])[C:6]1[C:32]([Cl:36])=[CH:33][CH:34]=[CH:35][C:5]=1[Cl:4])(=[O:25])[CH3:1]. Procedure details: To a 0.9M solution of methylmagnesium bromide in tetrahydrofuran (1.3 ml) was added dropwise a solution of 8-(2,6-dichlorobenzoylamino)-3-(N-methoxy-N-methylcarbamoyl)-4-morpholinoquinoline (107 mg) in dry tetrahydrofuran (1 ml) with cooling in an ice bath. The mixture was stirred at the same temperature for 1 hour, at ambient temperature for 1 hour, at 50° C. for 2 hours. The mixture was partitioned between ethyl acetate and saturated ammonium chloride aqueous solution. The organic layer was wa... The reactants are [Br-], FC(F)(F)c1cccc(C(F)(F)F)c1C[P+](c1ccccc1)(c1ccccc1)c1ccccc1, O=Cc1cccc(CCCN2C(=O)c3ccccc3C2=O)c1. The product is O=C1c2ccccc2C(=O)N1CCCc1cccc(C=Cc2c(C(F)(F)F)cccc2C(F)(F)F)c1. Reaction SMILES: [Br-:1].[F:2][C:3]([c:4]1[c:5]([CH2:6][P+:7]([c:8]2[cH:9][cH:10][cH:11][cH:12][cH:13]2)([c:14]2[cH:15][cH:16][cH:17][cH:18][cH:19]2)[c:20]2[cH:21][cH:22][cH:23][cH:24][cH:25]2)[c:26]([C:30]([F:31])([F:32])[F:33])[cH:27][cH:28][cH:29]1)([F:34])[F:35].[O:36]=[C:37]1[N:38]([CH2:47][CH2:48][CH2:49][c:50]2[cH:51][c:52]([CH:53]=[O:54])[cH:55][cH:56][cH:57]2)[C:39](=[O:46])[c:40]2[cH:41][cH:42][cH:43][cH:44][c:45]21>>[F:2][C:3]([c:4]1[c:5]([CH:6]=[CH:53][c:52]2[cH:51][c:50]([CH2:49][CH2:48][CH2:47][N:38]3[C:37](=[O:36])[c:45]4[c:40]([cH:41][cH:42][cH:43][cH:44]4)[C:39]3=[O:46])[cH:57][cH:56][cH:55]2)[c:26]([C:30]([F:31])([F:32])[F:33])[cH:27][cH:28][cH:29]1)([F:34])[F:35]. Reactants: BrC=1C=CC2=C(C=C(O2)C(=O)Cl)C1 (5-bromobenzofuran-2-carbonyl chloride), C(C)N(C(C)C)C(C)C (ethyldiisopropylamine), C1(=CC=CC=C1)C (toluene), C(C)NCC (diethylamine). Run in O (water). Run at time 5 minute. The product is C(C)N(C(=O)C=1OC2=C(C1)C=C(C=C2)Br)CC (5-Bromobenzofuran-2-carboxylic Acid Diethylamide). Yield: 88.0%. As a reaction SMILES: [Br:1][C:2]1[CH:3]=[CH:4][C:5]2[O:9][C:8]([C:10](Cl)=[O:11])=[CH:7][C:6]=2[CH:13]=1.[CH2:14]([N:16](C(C)C)[CH:17](C)[CH3:18])[CH3:15].C1(C)C=CC=CC=1.C(NCC)C>O>[CH2:14]([N:16]([CH2:17][CH3:18])[C:10]([C:8]1[O:9][C:5]2[CH:4]=[CH:3][C:2]([Br:1])=[CH:13][C:6]=2[CH:7]=1)=[O:11])[CH3:15]. Reported procedure: 1.3 g. of 5-bromobenzofuran-2-carbonyl chloride, 1 mL [sic] of ethyldiisopropylamine and 30 mL [sic] of toluene are mixed and 0.62 ml of diethylamine is added to the brown-coloured solution with stirring. A precipitate is formed with a slightly exothermic reaction. After 5 minutes, the mixture was treated with 30 ml of completely deionized water and the phases were separated. The organic phase was washed with 1.) 20 ml of iN HCl 2.) 20 ml of iN NaOH 3.) 20 ml of water and then with 20 ml of satu... Reactants: ClC1=C(C(=CC=C1)Cl)CN1C(=CC2=C(C=CC=C12)O)C (1-[(2,6-dichlorophenyl)methyl]-4-hydroxy-2-methyl-1H-indole), [H-].[Na+] (NaH), BrCC(=O)OC (methyl bromoacetate). As a reaction SMILES: [Cl:1][C:2]1[CH:7]=[CH:6][CH:5]=[C:4]([Cl:8])[C:3]=1[CH2:9][N:10]1[C:18]2[C:13](=[C:14]([OH:19])[CH:15]=[CH:16][CH:17]=2)[CH:12]=[C:11]1[CH3:20].[H-].[Na+].Br[CH2:24][C:25]([O:27][CH3:28])=[O:26]>>[CH3:28][O:27][C:25](=[O:26])[CH2:24][O:19][C:14]1[CH:15]=[CH:16][CH:17]=[C:18]2[C:13]=1[CH:12]=[C:11]([CH3:20])[N:10]2[CH2:9][C:3]1[C:4]([Cl:8])=[CH:5][CH:6]=[CH:7][C:2]=1[Cl:1] |f:1.2|. The product is COC(COC1=C2C=C(N(C2=CC=C1)CC1=C(C=CC=C1Cl)Cl)C)=O ([[1-[(2,6-dichlorophenyl)methyl]-2-methyl-1H-indol-4-yl]oxy]acetic acid methyl ester). The yield is 38.8%. Procedure details: Using the procedure described in Example 1, Part E, 1-[(2,6-dichlorophenyl)methyl]-4-hydroxy-2-methyl-1H-indole (862 mg, 2.8 mmol) was treated with 112 mg (2.8 mmol) of 60% NaH/mineral oil and then 0.27 mL (2.8 mmol) of methyl bromoacetate. The product was purified by chromatography over silica gel eluting with 20% EtOAc/hexane, to give 411 mg (39% yield) of [[1-[(2,6-dichlorophenyl)methyl]-2-methyl-1H-indol-4-yl]oxy]acetic acid methyl ester,-mp, 168°-169° C. Reaction SMILES: C[O:2][C:3](=[O:17])[C:4]1[CH:9]=[C:8]([C:10]2[CH:11]=[N:12][CH:13]=[CH:14][CH:15]=2)[CH:7]=[C:6]([F:16])[CH:5]=1.[OH-].[Na+]>CO>[F:16][C:6]1[CH:5]=[C:4]([CH:9]=[C:8]([C:10]2[CH:11]=[N:12][CH:13]=[CH:14][CH:15]=2)[CH:7]=1)[C:3]([OH:17])=[O:2] |f:1.2|. The reactants are COC(C1=CC(=CC(=C1)C=1C=NC=CC1)F)=O (Methyl-3-fluoro-5-(3-pyridyl)benzoate), [OH-].[Na+] (sodium hydroxide). Reported procedure: In a 100 ml round bottom flask equipped with stir bar added Methyl-3-fluoro-5-(3-pyridyl)benzoate (0.92 g, 3.93 mmol), methanol (10 ml) and sodium hydroxide (5.89 ml, 5.89 mmol, 1N aqueous). Stirred the resulting mixture at 50° C. for 2 h. The reaction mixture was cooled to room temperature, concentrated in-vacuo and the residue was dissolved in methanol (20 ml). To this mixture added hydrochloric acid (1N diethyl ether) dropwise and stirred at room temperature for 10 min. The reaction mixture w... The product is hydrochloride salt, FC=1C=C(C(=O)O)C=C(C1)C=1C=NC=CC1 (3-Fluoro-5-(3-pyridyl)benzoic Acid). Yield: 117.2%. Solvent: CO (methanol). The reactants are COC(=O)c1cnc(-c2cnc(Nc3ccc(N4CCOCC4)cc3)c3nccn23)s1, CO, [Cl-], [NH4+], [NH4+], [OH-]. The product is NC(=O)c1cnc(-c2cnc(Nc3ccc(N4CCOCC4)cc3)c3nccn23)s1. As a reaction SMILES: [CH3:1][O:2][C:3](=[O:4])[c:5]1[cH:6][n:7][c:8](-[c:10]2[cH:11][n:12][c:13]([NH:19][c:20]3[cH:21][cH:22][c:23]([N:26]4[CH2:27][CH2:28][O:29][CH2:30][CH2:31]4)[cH:24][cH:25]3)[c:14]3[n:15]2[cH:16][cH:17][n:18]3)[s:9]1.[CH3:36][OH:37].[Cl-:34].[NH4+:33].[NH4+:35].[OH-:32]>>[O:2]=[C:3]([c:5]1[cH:6][n:7][c:8](-[c:10]2[cH:11][n:12][c:13]([NH:19][c:20]3[cH:21][cH:22][c:23]([N:26]4[CH2:27][CH2:28][O:29][CH2:30][CH2:31]4)[cH:24][cH:25]3)[c:14]3[n:15]2[cH:16][cH:17][n:18]3)[s:9]1)[NH2:33]. The product is NC(Cc1cccc(Oc2ccccc2)c1)C(=O)O. Starting materials: CC(C)(C)OC(=O)NCc1ccc(C(=O)NC(Cc2cccc(Oc3ccccc3)c2)C(=O)O)cc1, CC(C)(C)OC(=O)NCC1CCC(C(=O)NC(Cc2cccc(Oc3ccccc3)c2)C(=O)O)CC1, CCOC(=O)CC[NH-], CS(C)=O, O=[N+]([O-])c1ccc(Cl)nc1, [H-], [Na+], [NH-]c1ccncc1. Reaction SMILES: [C:1]([O:2][C:3]([NH:4][CH2:5][c:6]1[cH:7][cH:8][c:9]([C:10](=[O:11])[NH:16][CH:17]([CH2:18][c:19]2[cH:20][c:21]([O:25][c:26]3[cH:27][cH:28][cH:29][cH:30][cH:31]3)[cH:22][cH:23][cH:24]2)[C:32](=[O:33])[OH:34])[cH:12][cH:13]1)=[O:14])([CH3:15])([CH3:35])[CH3:36].[C:57]([O:58][C:59]([NH:60][CH2:61][CH:62]1[CH2:63][CH2:64][CH:65]([C:66]([NH:67][CH:68]([C:69]([OH:70])=[O:71])[CH2:72][c:73]2[cH:74][cH:75][cH:76][c:77]([O:78][c:79]3[cH:80][cH:81][cH:82][cH:83][cH:84]3)[cH:85]2)=[O:86])[CH2:87][CH2:88]1)=[O:89])([CH3:90])([CH3:91])[CH3:92].[CH2:37]([O:38][C:39]([CH2:40][CH2:41][NH-:42])=[O:43])[CH3:44].[CH3:100][S:101]([CH3:102])=[O:103].[Cl:47][c:48]1[cH:49][cH:50][c:51]([N+:52]([O-:53])=[O:54])[cH:55][n:56]1.[H-:45].[Na+:46].[n:93]1[cH:94][cH:95][c:96]([NH-:97])[cH:98][cH:99]1>>[NH2:16][CH:17]([CH2:18][c:19]1[cH:20][c:21]([O:25][c:26]2[cH:27][cH:28][cH:29][cH:30][cH:31]2)[cH:22][cH:23][cH:24]1)[C:32](=[O:33])[OH:34].